The task is: describe an organic reaction: reactants, conditions, products, and yield. This data is from the Open Reaction Database (ORD), a public repository of structured organic reaction records. Reactants: C(C1=CC=CC=C1)N1CCC(CC1)=O (1-benzyl-4-oxopiperidine), Cl.O[NH-] (hydroxylamide hydrochloride), C(C)(=O)[O-].[Na+] (sodium acetate). Solvent: C(C)O (ethanol). Yields the product C(C1=CC=CC=C1)N1CCC(CC1)=NO (1-benzyl-4-hydroxyiminopiperidine). Reaction SMILES: [CH2:1]([N:8]1[CH2:13][CH2:12][C:11](=O)[CH2:10][CH2:9]1)[C:2]1[CH:7]=[CH:6][CH:5]=[CH:4][CH:3]=1.Cl.[OH:16][NH-:17].C([O-])(=O)C.[Na+]>C(O)C>[CH2:1]([N:8]1[CH2:13][CH2:12][C:11](=[N:17][OH:16])[CH2:10][CH2:9]1)[C:2]1[CH:7]=[CH:6][CH:5]=[CH:4][CH:3]=1 |f:1.2,3.4|. Reported procedure: 18.9 g of 1-benzyl-4-oxopiperidine, 26.8 g of hydroxylamide hydrochloride, and 24.8 g of sodium acetate in 200 ml of ethanol are stirred for 8 hours. Starting materials: FC1=C(C=O)C=CC(=C1)OC (2-fluoro-4-methoxybenzaldehyde), [H-].[Na+] (sodium hydride), SCC(=O)OC (methyl mercaptoacetate). Yields the product COC(=O)C=1SC2=C(C1)C=CC(=C2)OC (Methyl6-methoxy-1-benzothiophene-2-carboxylate). RXN SMILES: F[C:2]1[CH:9]=[C:8]([O:10][CH3:11])[CH:7]=[CH:6][C:3]=1[CH:4]=O.[H-].[Na+].[SH:14][CH2:15][C:16]([O:18][CH3:19])=[O:17]>>[CH3:19][O:18][C:16]([C:15]1[S:14][C:2]2[CH:9]=[C:8]([O:10][CH3:11])[CH:7]=[CH:6][C:3]=2[CH:4]=1)=[O:17] |f:1.2|. Reported procedure: Using 2.5 g (16.2 mmol) of 2-fluoro-4-methoxybenzaldehyde, 0.97 g (24.3 mmol) of sodium hydride (60% pure) and 1.89 g (17.8 mmol) of methyl mercaptoacetate, 3.05 g (84.7% of theory) of the title compound are obtained. The reactants are CC(=O)O, COc1cc2cc(Nc3cc(C)[nH]n3)nc(OC(C)C)c2cc1F, [H-], [Na+], OCCN1CCOCC1. The product is COc1cc2cc(Nc3cc(C)[nH]n3)nc(OC(C)C)c2cc1OCCN1CCOCC1. Reaction SMILES: [CH3:36][C:37](=[O:38])[OH:39].[F:12][c:13]1[c:14]([O:34][CH3:35])[cH:15][c:16]2[cH:17][c:18]([NH:27][c:28]3[n:29][nH:30][c:31]([CH3:33])[cH:32]3)[n:19][c:20]([O:23][CH:24]([CH3:25])[CH3:26])[c:21]2[cH:22]1.[H-:2].[Na+:1].[O:3]1[CH2:4][CH2:5][N:6]([CH2:9][CH2:10][OH:11])[CH2:7][CH2:8]1>>[O:3]1[CH2:4][CH2:5][N:6]([CH2:9][CH2:10][O:11][c:13]2[c:14]([O:34][CH3:35])[cH:15][c:16]3[cH:17][c:18]([NH:27][c:28]4[n:29][nH:30][c:31]([CH3:33])[cH:32]4)[n:19][c:20]([O:23][CH:24]([CH3:25])[CH3:26])[c:21]3[cH:22]2)[CH2:7][CH2:8]1. Reactants: Cl (hydrochloric acid), CC=1C(=C(C(=CC1)C)C(=O)[O-])Br (methyl- -bromotoluate), C1N2CN3CN1CN(C2)C3 (hexamethylenetetramine), C(C)(=O)O (acetic acid). Solvent: O (water). Reaction conditions: time 2 hour. Product: C(=O)(OC)C1=CC=C(C=O)C=C1 (p-carbomethoxybenzaldehyde). The yield is 71.0%. Reaction SMILES: C[C:2]1[C:3](Br)=[C:4]([C:9]([O-:11])=[O:10])[C:5](C)=[CH:6][CH:7]=1.[CH2:13]1N2CN3CN(C2)CN1C3.[C:23](O)(=[O:25])C.Cl>O>[C:9]([C:4]1[CH:3]=[CH:2][C:7]([CH:23]=[O:25])=[CH:6][CH:5]=1)([O:11][CH3:13])=[O:10]. Procedure: A mixture of 68.7 g (0.3 mole) of methyl- -bromotoluate, 84 g (0.6 mole) of hexamethylenetetramine, 150 ml of acetic acid and 150 ml of water were refluxed with stirring for two hours. Ninety ml of concentrated hydrochloric acid was then added and kept at room temperature for 15 minutes. The cooled solution was extracted with ether, washed with water, 10% NaHCO3 solution, water and dried. Evaporation of the solvent and recrystallization of the residue from petroleum ether gave 35 g of p-carbomet... Reactants: CC(=O)Nc1ccc(Cc2nc3c([nH]2)c(=O)n(Cc2ccccc2F)c(=O)n3CCCC(=O)O)cc1, CO, ClCCl, C1CCOC1, O=S(Cl)Cl. Yields the product COC(=O)CCCn1c(=O)n(Cc2ccccc2F)c(=O)c2[nH]c(Cc3ccc(NC(C)=O)cc3)nc21. Reaction SMILES: [C:1]([CH3:2])(=[O:3])[NH:4][c:5]1[cH:6][cH:7][c:8]([CH2:9][c:10]2[n:11][c:12]3[n:13]([CH2:29][CH2:30][CH2:31][C:32](=[O:33])[OH:34])[c:14](=[O:28])[n:15]([CH2:20][c:21]4[c:22]([F:27])[cH:23][cH:24][cH:25][cH:26]4)[c:16](=[O:19])[c:17]3[nH:18]2)[cH:35][cH:36]1.[CH3:41][OH:42].[Cl:48][CH2:49][Cl:50].[O:43]1[CH2:44][CH2:45][CH2:46][CH2:47]1.[S:37]([Cl:38])([Cl:39])=[O:40]>>[C:1]([CH3:2])(=[O:3])[NH:4][c:5]1[cH:6][cH:7][c:8]([CH2:9][c:10]2[n:11][c:12]3[n:13]([CH2:29][CH2:30][CH2:31][C:32]([O:33][CH3:41])=[O:34])[c:14](=[O:28])[n:15]([CH2:20][c:21]4[c:22]([F:27])[cH:23][cH:24][cH:25][cH:26]4)[c:16](=[O:19])[c:17]3[nH:18]2)[cH:35][cH:36]1.